The task is: describe an organic reaction: reactants, conditions, products, and yield. This data is from the Open Reaction Database (ORD), a public repository of structured organic reaction records. Starting materials: BrC1=CC=C2C(=NN(C2=C1)C(C)C)C(=O)O (6-bromo-1-isopropyl-1H-indazole-3-carboxylic acid), C(C)(C)I (isopropyl iodide), COC(=O)C1=NNC2=CC=CC=C12 (1H-indazole-3-carboxylic acid methyl ester), CI (methyl iodide). Product: COC(=O)C1=NN(C2=CC(=CC=C12)Br)C (6-Bromo-1-methyl-1H-indazole-3-carboxylic acid methyl ester). RXN SMILES: [Br:1][C:2]1[CH:10]=[C:9]2[C:5]([C:6]([C:14]([OH:16])=[O:15])=[N:7][N:8]2[CH:11](C)C)=[CH:4][CH:3]=1.[CH3:17]OC(C1C2C(=CC=CC=2)NN=1)=O.CI.C(I)(C)C>>[CH3:17][O:16][C:14]([C:6]1[C:5]2[C:9](=[CH:10][C:2]([Br:1])=[CH:3][CH:4]=2)[N:8]([CH3:11])[N:7]=1)=[O:15]. Procedure: The title compound is prepared essentially as described in the synthesis of 6-bromo-1-isopropyl-1H-indazole-3-carboxylic acid substituting 6-bromo-1H-indazole-3-carboxylic acid methyl ester for 1H-indazole-3-carboxylic acid methyl ester and methyl iodide for isopropyl iodide ES/MS m/e 268.0 (M+1). RXN SMILES: [C:30]([O:31][CH2:32][CH3:33])(=[O:34])[CH3:35].[CH2:1]([c:2]1[cH:3][cH:4][cH:5][cH:6][cH:7]1)[NH:8][c:9]1[c:10]([CH3:23])[c:11]([CH3:22])[c:12]2[c:13]([c:20]1[CH3:21])[C:14](=[O:19])[C:15]([CH3:17])([CH3:18])[O:16]2.[CH3:24][CH2:25][CH2:26][CH2:27][CH2:28][CH3:29]>>[NH2:8][c:9]1[c:10]([CH3:23])[c:11]([CH3:22])[c:12]2[c:13]([c:20]1[CH3:21])[C:14](=[O:19])[C:15]([CH3:17])([CH3:18])[O:16]2. Product: Cc1c(C)c2c(c(C)c1N)C(=O)C(C)(C)O2. The reactants are CCOC(C)=O, Cc1c(C)c2c(c(C)c1NCc1ccccc1)C(=O)C(C)(C)O2, CCCCCC.